Dataset: the Open Reaction Database (ORD), a public repository of structured organic reaction records. Task: describe an organic reaction: reactants, conditions, products, and yield The reactants are ClC=1C(=NC=NC1Cl)N (5,6-dichloropyrimidin-4-amine), NCC1CCN(CC1)C(=O)OC(C)(C)C (tert-butyl 4-(aminomethyl)piperidine-1-carboxylate), O(C1=CC=CC=C1)C1=CC=C(C=C1)B(O)O ((4-phenoxyphenyl)boronic acid), C(C#C)(=O)O (propiolic acid). Procedure: 1-(4-(((6-amino-5-(4-phenoxyphenyl)pyrimidin-4-yl)amino)methyl)piperidin-1-yl)prop-2-yn-1-one was prepared from 5,6-dichloropyrimidin-4-amine, tert-butyl 4-(aminomethyl)piperidine-1-carboxylate, (4-phenoxyphenyl)boronic acid, and propiolic acid using methods B, C, D, and E. HPLC purity: 98%. MS: m/z=428 [M+H]+. The product is NC1=C(C(=NC=N1)NCC1CCN(CC1)C(C#C)=O)C1=CC=C(C=C1)OC1=CC=CC=C1 (1-(4-(((6-amino-5-(4-phenoxyphenyl)pyrimidin-4-yl)amino)methyl)piperidin-1-yl)prop-2-yn-1-one). Reaction SMILES: Cl[C:2]1[C:3]([NH2:9])=[N:4][CH:5]=[N:6][C:7]=1Cl.[NH2:10][CH2:11][CH:12]1[CH2:17][CH2:16][N:15]([C:18]([O:20]C(C)(C)C)=O)[CH2:14][CH2:13]1.[O:25]([C:32]1[CH:37]=[CH:36][C:35](B(O)O)=[CH:34][CH:33]=1)[C:26]1[CH:31]=[CH:30][CH:29]=[CH:28][CH:27]=1.[C:41](O)(=O)[C:42]#C>>[NH2:9][C:3]1[N:4]=[CH:5][N:6]=[C:7]([NH:10][CH2:11][CH:12]2[CH2:13][CH2:14][N:15]([C:18](=[O:20])[C:41]#[CH:42])[CH2:16][CH2:17]2)[C:2]=1[C:29]1[CH:30]=[CH:31][C:26]([O:25][C:32]2[CH:37]=[CH:36][CH:35]=[CH:34][CH:33]=2)=[CH:27][CH:28]=1. The reagents and catalysts are CC(C)(C)C1=CC(=C(C(=C1)C=N[C@H]2CCCC[C@@H]2N=CC3=CC(=CC(=C3[O-])C(C)(C)C)C(C)(C)C)[O-])C(C)(C)C.[Cl-].[Mn+3] ((S,S)-(+)-N,N′-bis(3,5-di-tert-butylsalicylidene)-1,2-cyclohexanediamino-manganese(III) chloride). Product: BrC1=CC=2CC3C(O3)C2C=C1 (4-Bromo-6,6a-dihydro-1aH-indeno[1,2-b]oxirene). The solvent is C(Cl)Cl (methylene chloride), O (water), [Cl-].[Na+].O (brine), C(Cl)Cl (methylene chloride), O (water). Reported procedure: To a solution of 4-(3-phenylpropyl)pyridine N-oxide (68.88 mg, 0.323 mmol) in methylene chloride (6.00 mL) was added (S,S)-(+)-N,N′-bis(3,5-di-tert-butylsalicylidene)-1,2-cyclohexanediamino-manganese(III) chloride (58.62 mg, 0.09.23 mmol) and 2.0 M of sodium hypochlorite in water (4.00 mL) at 0° C. The resulting brown suspension was stirred at 0° C. for 15 min. To the cooled suspension was added a solution of 6-bromo-1H-indene (900 mg, 4.6141 mmol) in methylene chloride (6.00 mL) at 0° C. with s... RXN SMILES: C1(CCCC2C=C[N+]([O-:16])=CC=2)C=CC=CC=1.Cl[O-].[Na+].[Br:20][C:21]1[CH:29]=[C:28]2[C:24]([CH:25]=[CH:26][CH2:27]2)=[CH:23][CH:22]=1>C(Cl)Cl.O.[Cl-].[Na+].O.CC(C1C=C(C=N[C@@H]2[C@@H](N=CC3C([O-])=C(C(C)(C)C)C=C(C(C)(C)C)C=3)CCCC2)C([O-])=C(C(C)(C)C)C=1)(C)C.[Cl-].[Mn+3]>[Br:20][C:21]1[CH:22]=[CH:23][C:24]2[CH:25]3[O:16][CH:26]3[CH2:27][C:28]=2[CH:29]=1 |f:1.2,6.7.8,9.10.11|. Reactants: BrC1=CC=C2C=CCC2=C1 (6-bromo-1H-indene), Cl[O-].[Na+] (sodium hypochlorite), C1(=CC=CC=C1)CCCC1=CC=[N+](C=C1)[O-] (4-(3-phenylpropyl)pyridine N-oxide), Cl[O-].[Na+] (sodium hypochlorite). Reaction conditions: temperature 0 celsius, time 15 minute. Starting materials: C1(=CC=CC=C1)CCCCCCCCC1=C(C=CC=C1)C=NC(C)(C)C (N-[(2-(8-phenyloctyl)phenyl)methylene]-1,1-dimethylethanamine), Cl (hydrochloric acid), C(Cl)Cl (Methylene chloride), O (water). Run in O1CCCC1 (tetrahydrofuran). Reaction conditions: time 15 hour. Product: C1(=CC=CC=C1)CCCCCCCCC1=C(C=O)C=CC=C1 (2-(8-phenyloctyl)benzaldehyde). As a reaction SMILES: [C:1]1([CH2:7][CH2:8][CH2:9][CH2:10][CH2:11][CH2:12][CH2:13][CH2:14][C:15]2[CH:20]=[CH:19][CH:18]=[CH:17][C:16]=2[CH:21]=NC(C)(C)C)[CH:6]=[CH:5][CH:4]=[CH:3][CH:2]=1.Cl.C(Cl)Cl.[OH2:31]>O1CCCC1>[C:1]1([CH2:7][CH2:8][CH2:9][CH2:10][CH2:11][CH2:12][CH2:13][CH2:14][C:15]2[CH:20]=[CH:19][CH:18]=[CH:17][C:16]=2[CH:21]=[O:31])[CH:6]=[CH:5][CH:4]=[CH:3][CH:2]=1. Procedure details: To a solution of N-[(2-(8-phenyloctyl)phenyl)methylene]-1,1-dimethylethanamine (0.51 g, 0.0146 mol) in tetrahydrofuran (5 mL) was added 10% aqueous hydrochloric acid (5 mL) and the mixture stirred for 15 h at room temperature. Methylene chloride (10 mL) and water (10 mL) were added and the layers separated. The aqueous layer was extracted with methylene chloride (1×15 mL) and the combined organics were dried (magnesium sulfate), filtered and concentrated in vacuo to an oil (0.405 g, 97.4% pure b... Starting materials: COC=1C=C(CC2N(CCC3=CC(=C(C=C23)O)OC)CC(=O)NC2CCC3=CC=CC=C23)C=CC1OC (2-[1-(3,4-dimethoxy-benzyl)-7-hydroxy-6-methoxy-3,4-dihydro-1H-isoquinolin-2-yl]-N-(indan-1-yl)-acetamide), C(C)(C)Br (isopropyl bromide). Product: COC=1C=C(CC2N(CCC3=CC(=C(C=C23)OC(C)C)OC)CC(=O)NC2CCC3=CC=CC=C23)C=CC1OC (2-[1-(3,4-dimethoxy-benzyl)-7-isopropoxy-6-methoxy-3,4-dihydro-1H-isoquinolin-2-yl]-N-(indan-1-yl)-acetamide). Reaction SMILES: [CH3:1][O:2][C:3]1[CH:4]=[C:5]([CH:33]=[CH:34][C:35]=1[O:36][CH3:37])[CH2:6][CH:7]1[C:16]2[C:11](=[CH:12][C:13]([O:18][CH3:19])=[C:14]([OH:17])[CH:15]=2)[CH2:10][CH2:9][N:8]1[CH2:20][C:21]([NH:23][CH:24]1[C:32]2[C:27](=[CH:28][CH:29]=[CH:30][CH:31]=2)[CH2:26][CH2:25]1)=[O:22].[CH:38](Br)([CH3:40])[CH3:39]>>[CH3:1][O:2][C:3]1[CH:4]=[C:5]([CH:33]=[CH:34][C:35]=1[O:36][CH3:37])[CH2:6][CH:7]1[C:16]2[C:11](=[CH:12][C:13]([O:18][CH3:19])=[C:14]([O:17][CH:38]([CH3:40])[CH3:39])[CH:15]=2)[CH2:10][CH2:9][N:8]1[CH2:20][C:21]([NH:23][CH:24]1[C:32]2[C:27](=[CH:28][CH:29]=[CH:30][CH:31]=2)[CH2:26][CH2:25]1)=[O:22]. Procedure: prepared by reaction of 2-[1-(3,4-dimethoxy-benzyl)-7-hydroxy-6-methoxy-3,4-dihydro-1H-isoquinolin-2-yl]-N-(indan-1-yl)-acetamide with isopropyl bromide Procedure: A mixture of 10 (0.26 g, 0.63 mmol), cytosine (0.105 g, 0.95 mmol), and potassium nonafluorobutanesulfonate (0.77 g, 2.3 mmol) was suspended in 12 mL dry acetonitrile under nitrogen. HMDS (0.135 mL, 0.63 mmol) and TMS-Cl (0.37 mL, 2.9 mmol) were added sequentially via syringe and the reaction stirred at 25° C. overnight. The reaction was poured into a mixture of 20 mL dichloromethane and 15 mL saturated NaHCO3 and shaken. The organic phase was dried (MgSO4) and concentrated in vacuo. The anomeri... The reactants are C(C)(=O)OC1CC[C@H](S1)CO[Si](C1=CC=CC=C1)(C1=CC=CC=C1)C(C)(C)C (1-O-Acetyl-5-O-t-butyldiphenylsilyl-4-thio-2,3-dideoxyribofuranose), N1C(=O)N=C(N)C=C1 (cytosine), FC(C(C(C(S(=O)(=O)[O-])(F)F)(F)F)(F)F)(F)F.[K+] (potassium nonafluorobutanesulfonate), ArH, ArH, C[Si](C)(C)N[Si](C)(C)C (HMDS), [Si](C)(C)(C)Cl (TMS-Cl), C(=O)(O)[O-].[Na+] (NaHCO3). RXN SMILES: C(O[CH:5]1[S:9][C@H:8]([CH2:10][O:11][Si:12]([C:25]([CH3:28])([CH3:27])[CH3:26])([C:19]2[CH:24]=[CH:23][CH:22]=[CH:21][CH:20]=2)[C:13]2[CH:18]=[CH:17][CH:16]=[CH:15][CH:14]=2)[CH2:7][CH2:6]1)(=O)C.[NH:29]1[CH:36]=[CH:35][C:33]([NH2:34])=[N:32][C:30]1=[O:31].FC(F)(F)C(F)(F)C(F)(F)C(F)(F)S([O-])(=O)=O.[K+].C[Si](N[Si](C)(C)C)(C)C.[Si](Cl)(C)(C)C.C([O-])(O)=O.[Na+]>C(#N)C.ClCCl>[Si:12]([O:11][CH2:10][C@H:8]1[S:9][C@@H:5]([N:29]2[CH:36]=[CH:35][C:33]([NH2:34])=[N:32][C:30]2=[O:31])[CH2:6][CH2:7]1)([C:25]([CH3:27])([CH3:26])[CH3:28])([C:13]1[CH:14]=[CH:15][CH:16]=[CH:17][CH:18]=1)[C:19]1[CH:20]=[CH:21][CH:22]=[CH:23][CH:24]=1 |f:2.3,6.7|. The product is [Si](C1=CC=CC=C1)(C1=CC=CC=C1)(C(C)(C)C)OC[C@@H]1CC[C@@H](S1)N1C(=O)N=C(N)C=C1 (5'-O-t-Butyldiphenylsilyl-4'-thio-2',3'-dideoxycytidine). Reaction conditions: temperature 25 celsius, time 8 hour. Solvent: C(C)#N (acetonitrile), ClCCl (dichloromethane). Starting materials: N1C(=O)N(C)C=2N=CN(C)C2C1=O (theobromine), C(=O)([O-])[O-].[K+].[K+] (K2CO3), C(C)N(O)CC (N,N-diethylhydroxylamine), ClC=1C=CC(=NC1)NC(C1=C(C(=CC(=C1)Cl)OC)NC(=O)C=1SC=C(C1Cl)CCl)=O (N-(5-chloropyridin-2-yl)-2-[((4-(chloromethyl)-3-chlorothiophen-2-yl)carbonyl)amino]-3-methoxy-5-chlorobenzamide). Solvent: O (water), CN(C)C=O (DMF). Reaction conditions: temperature 40 celsius, time 6 day. Product: ClC=1C=CC(=NC1)NC(C1=C(C(=CC(=C1)Cl)OC)NC(=O)C=1SC=C(C1Cl)CN1C(N(C2N=CN(C2C1=O)C)C)=O)=O (N-(5-chloropyridin-2-yl)-2-[((4-((2,3,4,5,6,7-hexahydro-3,7-dimethyl-2,6-dioxo-1H-purin-1-yl)methyl)-3-chlorothiophen-2-yl)carbonyl)amino]-3-methoxy-5-chlorobenzamide). Reaction SMILES: [NH:1]1[C:12](=[O:13])[C:11]2[N:9]([CH3:10])[CH:8]=[N:7][C:6]=2[N:4]([CH3:5])[C:2]1=[O:3].C(N(CC)O)C.[Cl:20][C:21]1[CH:22]=[CH:23][C:24]([NH:27][C:28](=[O:49])[C:29]2[CH:34]=[C:33]([Cl:35])[CH:32]=[C:31]([O:36][CH3:37])[C:30]=2[NH:38][C:39]([C:41]2[S:42][CH:43]=[C:44]([CH2:47]Cl)[C:45]=2[Cl:46])=[O:40])=[N:25][CH:26]=1.C([O-])([O-])=O.[K+].[K+]>O.CN(C=O)C>[Cl:20][C:21]1[CH:22]=[CH:23][C:24]([NH:27][C:28](=[O:49])[C:29]2[CH:34]=[C:33]([Cl:35])[CH:32]=[C:31]([O:36][CH3:37])[C:30]=2[NH:38][C:39]([C:41]2[S:42][CH:43]=[C:44]([CH2:47][N:1]3[C:12](=[O:13])[CH:11]4[CH:6]([N:7]=[CH:8][N:9]4[CH3:10])[N:4]([CH3:5])[C:2]3=[O:3])[C:45]=2[Cl:46])=[O:40])=[N:25][CH:26]=1 |f:3.4.5|. Procedure: In a similar manner to that described in Paragraph F above, to a solution of theobromine (1.06 g, 5.9 mmol), N,N-diethylhydroxylamine (0.45 g, 5.0 mmol), N-(5-chloropyridin-2-yl)-2-[((4-(chloromethyl)-3-chlorothiophen-2-yl)carbonyl)amino]-3-methoxy-5-chlorobenzamide (0.32 g, 0.6 mmol), and DMF (40 mL) was added K2CO3 (0.74 g, 5.3 mmol). The mixture was stirred at 40° C. for 6 days, then it was poured into water. The solid was isolated by filtration. Purification by recrystallization from CH2Cl2 ... Product: CN1C(=NN=C1CC)S (4-Methyl-5-ethyl-4H-[1,2,4]triazole-3-thiol). Procedure: The reaction was performed similar to the method described for the preparation 4-Methyl-5-methoxymethyl-4H-[1,2,4]triazole-3-thiol by reacting 16.4 g of N,N′-carbonyldiimidazol (0.101 mol) with 5 g of propionic acid (0.067 mol) and 14.2 g of 4-methyl-3-thiosemicarbazid (0.135 mol). Yield: 3.8 g Starting materials: CN1C(=NN=C1COC)S (4-Methyl-5-methoxymethyl-4H-[1,2,4]triazole-3-thiol), CNC(NN)=S (4-methyl-3-thiosemicarbazid), N,N′-carbonyldiimidazol, C(CC)(=O)O (propionic acid). As a reaction SMILES: [CH3:1][N:2]1[C:6]([CH2:7]OC)=[N:5][N:4]=[C:3]1[SH:10].[C:11](O)(=O)CC.CNC(=S)NN>>[CH3:1][N:2]1[C:6]([CH2:7][CH3:11])=[N:5][N:4]=[C:3]1[SH:10]. Starting materials: C([C@@H]1[C@H]([C@@H]([C@H]([C@H](O1)O[C@]2([C@H]([C@@H]([C@H](O2)CO)O)O)CO)O)O)O)O (saccharose), acetoacetic ester. Run in O (water). Reaction conditions: temperature 30 celsius. Product: C(C)OC(C[C@H](C)O)=O ((S)-(+)-3-hydroxy-butyric acid ethyl ester). As a reaction SMILES: [CH2:1](O)[C@H:2]1[O:7][C@H:6]([O:8][C@]2(CO)O[C@H](CO)[C@@H](O)[C@@H]2O)[C@H:5](O)[C@@H:4]([OH:21])[C@@H:3]1O>O>[CH2:2]([O:7][C:6](=[O:8])[CH2:5][C@@H:4]([OH:21])[CH3:3])[CH3:1]. Procedure details: A slurry is made with 200 g fresh baker's yeast in a solution of 300 g saccharose in 1.6 l fresh water at 30° C., and this slurry is gently agitated at 30° C. After an hour, under strong agitation, 0.15 moles distilled acetoacetic ester are added, and the mixture is gently agitated for 24 hours at 25°-30° C. Subsequently, a solution of 200 g saccharose in 1 l water at 35 deg C. is added by portions. After strongly agitating for one hour, 0.15 moles acetoacetic ester are added once again. The mix... Reactants: ice water, ClC1=C(C=CC(=C1)Cl)[N+](=O)[O-] (2,4-dichloro-1-nitrobenzene), NCC(=O)O (glycine), C([O-])([O-])=O.[K+].[K+] (potassium carbonate), Cl (hydrochloric acid). The solvent is CN(C=O)C (dimethylformamide). Yields the product ClC=1C=CC(=C(C1)NCC(=O)O)[N+](=O)[O-] (N-(5-Chloro-2-nitrophenyl)glycine). Yield: 65.7%. Reaction SMILES: Cl[C:2]1[CH:7]=[C:6]([Cl:8])[CH:5]=[CH:4][C:3]=1[N+:9]([O-:11])=[O:10].[NH2:12][CH2:13][C:14]([OH:16])=[O:15].C(=O)([O-])[O-].[K+].[K+].Cl>CN(C)C=O>[Cl:8][C:6]1[CH:5]=[CH:4][C:3]([N+:9]([O-:11])=[O:10])=[C:2]([NH:12][CH2:13][C:14]([OH:16])=[O:15])[CH:7]=1 |f:2.3.4|. Procedure: 25 g (0.13 mol) of 2,4-dichloro-1-nitrobenzene, 19.5 g (0.26 mol) of glycine and 18 g (0.13 mol) of potassium carbonate were heated in 200 ml of dimethylformamide at 120° C. for 3 h. The mixture was then poured into ice-water, acidified with 1M hydrochloric acid and extracted with ethyl acetate. The organic phase was dried and concentrated under reduced pressure. The residue was purified by chromatography on silica gel (mobile phase: toluene/acetone/acetic acid=20:10:1) to yield 19.7 g (66%) of ... Reactants: CC1=CC=C(C=C1)S(=O)(=O)Cl (4-methyl-benzenesulphonyl chloride), NC=1C=C(C(=O)OC)C=C(C1OC1=C(C=CC=C1)OC)OCCOC1OCCCC1 (methyl 3-amino-4-(2-methoxy-phenoxy)-5-[2-(tetrahydro-pyran-2-yloxy)-ethoxy]-benzoate), ice. The solvent is C1(=CC=CC=C1)C (toluene), N1=CC=CC=C1 (pyridine). Reaction conditions: time 20 hour. The product is COC1=C(OC2=C(C=C(C(=O)OC)C=C2NS(=O)(=O)C2=CC=C(C=C2)C)OCCOC2OCCCC2)C=CC=C1 (methyl 4-(2-methoxy-phenoxy)-3-[2-(tetrahydro-pyran-2-yloxy)-ethoxy]-5-(toluene-4-sulphonylamino)-benzoate). RXN SMILES: [NH2:1][C:2]1[CH:3]=[C:4]([CH:9]=[C:10]([O:21][CH2:22][CH2:23][O:24][CH:25]2[CH2:30][CH2:29][CH2:28][CH2:27][O:26]2)[C:11]=1[O:12][C:13]1[CH:18]=[CH:17][CH:16]=[CH:15][C:14]=1[O:19][CH3:20])[C:5]([O:7][CH3:8])=[O:6].[CH3:31][C:32]1[CH:37]=[CH:36][C:35]([S:38](Cl)(=[O:40])=[O:39])=[CH:34][CH:33]=1>N1C=CC=CC=1.C1(C)C=CC=CC=1>[CH3:20][O:19][C:14]1[CH:15]=[CH:16][CH:17]=[CH:18][C:13]=1[O:12][C:11]1[C:2]([NH:1][S:38]([C:35]2[CH:36]=[CH:37][C:32]([CH3:31])=[CH:33][CH:34]=2)(=[O:40])=[O:39])=[CH:3][C:4]([C:5]([O:7][CH3:8])=[O:6])=[CH:9][C:10]=1[O:21][CH2:22][CH2:23][O:24][CH:25]1[CH2:30][CH2:29][CH2:28][CH2:27][O:26]1. Procedure details: 1.04 g of methyl 3-amino-4-(2-methoxy-phenoxy)-5-[2-(tetrahydro-pyran-2-yloxy)-ethoxy]-benzoate were dissolved in pyridine (30 ml), treated dropwise while cooling with ice with a solution of 0.953 g of 4-methyl-benzenesulphonyl chloride in toluene (10 ml) and subsequently stirred at RT for 20 hours. The reaction mixture was poured on to ice/3M HCl, the product was extracted with ethyl acetate and the organic phase was dried over magnesium sulphate. After removing the solvent there was obtained m...